This data is from the Open Reaction Database (ORD), a public repository of structured organic reaction records. The task is: describe an organic reaction: reactants, conditions, products, and yield Starting materials: CS(C)=O, N#Cc1ccc(Nc2nc(Cl)nc(Cc3c(Cl)cccc3Cl)n2)cc1, [N-]=[N+]=[N-], [Na+]. Yields the product N#Cc1ccc(Nc2nc(Cc3c(Cl)cccc3Cl)nc(N=[N+]=[N-])n2)cc1. As a reaction SMILES: [CH3:30][S:31]([CH3:32])=[O:33].[Cl:1][c:2]1[n:3][c:4]([NH:17][c:18]2[cH:19][cH:20][c:21]([C:22]#[N:23])[cH:24][cH:25]2)[n:5][c:6]([CH2:8][c:9]2[c:10]([Cl:16])[cH:11][cH:12][cH:13][c:14]2[Cl:15])[n:7]1.[N-:26]=[N+:27]=[N-:28].[Na+:29]>>[c:2]1([N:26]=[N+:27]=[N-:28])[n:3][c:4]([NH:17][c:18]2[cH:19][cH:20][c:21]([C:22]#[N:23])[cH:24][cH:25]2)[n:5][c:6]([CH2:8][c:9]2[c:10]([Cl:16])[cH:11][cH:12][cH:13][c:14]2[Cl:15])[n:7]1. Reactants: CCCNC(=O)C1(CCCCBr)c2ccccc2-c2ccccc21, Cn1c(N2CCNCC2)nc2ccccc21. The product is CCCNC(=O)C1(CCCCN2CCN(c3nc4ccccc4n3C)CC2)c2ccccc2-c2ccccc21. RXN SMILES: [CH2:1]([CH2:2][CH3:3])[NH:4][C:5](=[O:6])[C:7]1([CH2:20][CH2:21][CH2:22][CH2:23][Br:24])[c:8]2[cH:9][cH:10][cH:11][cH:12][c:13]2-[c:14]2[cH:15][cH:16][cH:17][cH:18][c:19]21.[CH3:25][n:26]1[c:27]([N:35]2[CH2:36][CH2:37][NH:38][CH2:39][CH2:40]2)[n:28][c:29]2[c:30]1[cH:31][cH:32][cH:33][cH:34]2>>[CH2:1]([CH2:2][CH3:3])[NH:4][C:5](=[O:6])[C:7]1([CH2:20][CH2:21][CH2:22][CH2:23][N:38]2[CH2:37][CH2:36][N:35]([c:27]3[n:26]([CH3:25])[c:30]4[c:29]([n:28]3)[cH:34][cH:33][cH:32][cH:31]4)[CH2:40][CH2:39]2)[c:8]2[cH:9][cH:10][cH:11][cH:12][c:13]2-[c:14]2[cH:15][cH:16][cH:17][cH:18][c:19]21. The reactants are CN(C)c1ccncc1, O=[N+]([O-])c1ccc(Cl)nc1, CN1CCN(c2cccc3ccc(N)cc23)CC1, CN(C)C=O. Product: CN1CCN(c2cccc3ccc(Nc4ccc([N+](=O)[O-])cn4)cc23)CC1. RXN SMILES: [CH3:29][N:30]([CH3:31])[c:32]1[cH:33][cH:34][n:35][cH:36][cH:37]1.[N+:19](=[O:20])([O-:21])[c:22]1[cH:23][cH:24][c:25]([Cl:28])[n:26][cH:27]1.[NH2:1][c:2]1[cH:3][cH:4][c:5]2[cH:6][cH:7][cH:8][c:9]([N:12]3[CH2:13][CH2:14][N:15]([CH3:18])[CH2:16][CH2:17]3)[c:10]2[cH:11]1.[O:38]=[CH:39][N:40]([CH3:41])[CH3:42]>>[NH:1]([c:2]1[cH:3][cH:4][c:5]2[cH:6][cH:7][cH:8][c:9]([N:12]3[CH2:13][CH2:14][N:15]([CH3:18])[CH2:16][CH2:17]3)[c:10]2[cH:11]1)[c:25]1[cH:24][cH:23][c:22]([N+:19](=[O:20])[O-:21])[cH:27][n:26]1. Reactants: CCC(O)(CC(=O)OC(C)(C)C)c1ccnc(OC)c1OC, CC(=O)O, [I-], [K+]. Product: CCC(O)(CC(=O)OC(C)(C)C)c1cc[nH]c(=O)c1OC. Reaction SMILES: [C:1]([CH3:2])([CH3:3])([CH3:4])[O:5][C:6]([CH2:7][C:8]([CH2:9][CH3:10])([OH:11])[c:12]1[c:13]([O:20][CH3:21])[c:14]([O:18][CH3:19])[n:15][cH:16][cH:17]1)=[O:22].[CH3:25][C:26](=[O:27])[OH:28].[I-:24].[K+:23]>>[C:1]([CH3:2])([CH3:3])([CH3:4])[O:5][C:6]([CH2:7][C:8]([CH2:9][CH3:10])([OH:11])[c:12]1[c:13]([O:20][CH3:21])[c:14](=[O:18])[nH:15][cH:16][cH:17]1)=[O:22]. The reactants are ClCCl, CN(C(=O)CN1C(=O)C(C)(C)CCC1c1cc(F)cc(F)c1)c1ccc2c(c1)CC1(C2)C(=O)N(COCC[Si](C)(C)C)c2ncccc21, O=C(O)C(F)(F)F, NCCN, [Na+], [OH-]. The product is CN(C(=O)CN1C(=O)C(C)(C)CCC1c1cc(F)cc(F)c1)c1ccc2c(c1)CC1(C2)C(=O)Nc2ncccc21. As a reaction SMILES: [Cl:62][CH2:63][Cl:64].[F:1][c:2]1[cH:3][c:4]([CH:9]2[CH2:10][CH2:11][C:12]([CH3:47])([CH3:48])[C:13](=[O:46])[N:14]2[CH2:15][C:16](=[O:17])[N:18]([c:19]2[cH:20][c:21]3[c:25]([cH:26][cH:27]2)[CH2:24][C:23]2([CH2:22]3)[C:28](=[O:44])[N:29]([CH2:36][O:37][CH2:38][CH2:39][Si:40]([CH3:41])([CH3:42])[CH3:43])[c:30]3[n:31][cH:32][cH:33][cH:34][c:35]32)[CH3:45])[cH:5][c:6]([F:8])[cH:7]1.[F:49][C:50]([F:51])([F:52])[C:53]([OH:54])=[O:55].[NH2:58][CH2:59][CH2:60][NH2:61].[Na+:57].[OH-:56]>>[F:1][c:2]1[cH:3][c:4]([CH:9]2[CH2:10][CH2:11][C:12]([CH3:47])([CH3:48])[C:13](=[O:46])[N:14]2[CH2:15][C:16](=[O:17])[N:18]([c:19]2[cH:20][c:21]3[c:25]([cH:26][cH:27]2)[CH2:24][C:23]2([CH2:22]3)[C:28](=[O:44])[NH:29][c:30]3[n:31][cH:32][cH:33][cH:34][c:35]32)[CH3:45])[cH:5][c:6]([F:8])[cH:7]1.